Dataset: the Open Reaction Database (ORD), a public repository of structured organic reaction records. Task: describe an organic reaction: reactants, conditions, products, and yield Starting materials: NCCNCCN (diethylenetriamine), NCCNCCN (diethylenetriamine), [N+](=O)([O-])C1=C(C=CC=C1)N=NC1=C(C(=CC(=C1)C(C)(C)C)C(C)(C)C)O (2-nitro-2'-hydroxy-3', 5'-di-tert.-butylazobenzene). Run in C=1(C(=CC=CC1)C)C (xylene). Yields the product OC1=C(C=C(C=C1C(C)(C)C)C(C)(C)C)N1N=C2C(=N1)C=CC=C2 (2-(2'-hydroxy-3',5'-di-tert.-butylphenyl)-2H-benzotriazole). The yield is 90.0%. Reaction SMILES: [N+:1]([C:4]1[CH:9]=[CH:8][CH:7]=[CH:6][C:5]=1[N:10]=[N:11][C:12]1[CH:17]=[C:16]([C:18]([CH3:21])([CH3:20])[CH3:19])[CH:15]=[C:14]([C:22]([CH3:25])([CH3:24])[CH3:23])[C:13]=1[OH:26])([O-])=O.NCCNCCN>C1(C)C(C)=CC=CC=1>[OH:26][C:13]1[C:14]([C:22]([CH3:25])([CH3:24])[CH3:23])=[CH:15][C:16]([C:18]([CH3:21])([CH3:20])[CH3:19])=[CH:17][C:12]=1[N:11]1[N:10]=[C:5]2[CH:6]=[CH:7][CH:8]=[CH:9][C:4]2=[N:1]1. Procedure details: Example 1 is repeated, except that an equivalent amount of 2-nitro-2'-hydroxy-3', 5'-di-tert.-butylazobenzene (91% pure) is used instead of 2-nitro-2'-hydroxy-5'-methylazobenzene and a mixture of 40 g of xylene and 60 g of diethylenetriamine instead of 80 g of xylene and 20 g of diethylenetriamine. The hydrogenation is carried out at 50° C. After work up of the hydrogenation solution, the product is crystallized from a mixture of 40 g of xylene and 160 g of methanol. The product (title compound)... Starting materials: CCCC(NS(=O)(=O)c1ccc(Br)cc1)C(O)=S, C(=NC1CCCCC1)=NC1CCCCC1, ClCCl, CCOC(=O)Cc1ccc(N)cc1. The product is CCCC(NS(=O)(=O)c1ccc(Br)cc1)C(=S)Nc1ccc(CC(=O)OCC)cc1. As a reaction SMILES: [Br:1][c:2]1[cH:3][cH:4][c:5]([S:8](=[O:9])(=[O:10])[NH:11][CH:12]([C:13](=[S:14])[OH:15])[CH2:16][CH2:17][CH3:18])[cH:6][cH:7]1.[CH:32]1([N:33]=[C:34]=[N:35][CH:36]2[CH2:37][CH2:38][CH2:39][CH2:40][CH2:41]2)[CH2:42][CH2:43][CH2:44][CH2:45][CH2:46]1.[Cl:47][CH2:48][Cl:49].[NH2:19][c:20]1[cH:21][cH:22][c:23]([CH2:26][C:27](=[O:28])[O:29][CH2:30][CH3:31])[cH:24][cH:25]1>>[Br:1][c:2]1[cH:3][cH:4][c:5]([S:8](=[O:9])(=[O:10])[NH:11][CH:12]([C:13](=[S:14])[NH:19][c:20]2[cH:21][cH:22][c:23]([CH2:26][C:27](=[O:28])[O:29][CH2:30][CH3:31])[cH:24][cH:25]2)[CH2:16][CH2:17][CH3:18])[cH:6][cH:7]1. Reactants: CS(=O)(=O)OC=1C=CC2=C(C(C(O2)O)(C)C)C1 (2-hydroxy-2,3-dihydro-3,3-dimethylbenzofuran-5-yl methanesulphonate), aqueous solution, chromic oxide, O (water). Solvent: C(C)(=O)O (acetic acid). Product: CS(=O)(=O)OC=1C=CC2=C(C(C(O2)=O)(C)C)C1 (2-oxo-2,3-dihydro-3,3-dimethyl-benzofuran-5-yl methanesulphonate). The yield is 70.0%. Reaction SMILES: [CH3:1][S:2]([O:5][C:6]1[CH:7]=[CH:8][C:9]2[O:13][CH:12]([OH:14])[C:11]([CH3:16])([CH3:15])[C:10]=2[CH:17]=1)(=[O:4])=[O:3].O>C(O)(=O)C>[CH3:1][S:2]([O:5][C:6]1[CH:7]=[CH:8][C:9]2[O:13][C:12](=[O:14])[C:11]([CH3:15])([CH3:16])[C:10]=2[CH:17]=1)(=[O:3])=[O:4]. Procedure details: A solution of 2-hydroxy-2,3-dihydro-3,3-dimethylbenzofuran-5-yl methanesulphonate (20 parts) in warm acetic acid (200 parts) was treated with 200 parts of a 20% aqueous solution of chromic oxide. After about 15 seconds the mixture was poured into water and the solution extracted with ether. The extracts were thoroughly washed with aqueous sodium bicarbonate, then dried and the solvent evaporated to give 2-oxo-2,3-dihydro-3,3-dimethyl-benzofuran-5-yl methanesulphonate (14 parts, 70% yield), melti... Reactants: COCCOCOC1=C2C(OCC2=C(C(=C1C/C=C(/CC(C(=O)OCC)(C)C)\C)OC)C)=O (ethyl (E)-6-(4-methoxyethoxymethoxy-1,3-dihydro-6-methoxy-7-methyl-3-oxoisobenzofuran-5-yl)-2,2,4-trimethyl -4-hexenoate), Formula 109, Formula 112. Solvent: CCCCCC.C(C)(=O)OCC (hexane ethyl acetate). Product: COCCOCOC1=C2C(OCC2=C(C(=C1C/C=C(/CC(C(=O)O)(C)C)\C)OC)C)=O ((E)-6-(4-methoxyethoxymethoxy-1,3-dihydro-6-methoxy-7-methyl-3-oxoisobenzofuran-5-yl)-2,2,4-trimethyl-4-hexenoic acid). As a reaction SMILES: [CH3:1][O:2][CH2:3][CH2:4][O:5][CH2:6][O:7][C:8]1[C:16]([CH2:17]/[CH:18]=[C:19](\[CH3:29])/[CH2:20][C:21]([CH3:28])([CH3:27])[C:22]([O:24]CC)=[O:23])=[C:15]([O:30][CH3:31])[C:14]([CH3:32])=[C:13]2[C:9]=1[C:10](=[O:33])[O:11][CH2:12]2>CCCCCC.C(OCC)(=O)C>[CH3:1][O:2][CH2:3][CH2:4][O:5][CH2:6][O:7][C:8]1[C:16]([CH2:17]/[CH:18]=[C:19](\[CH3:29])/[CH2:20][C:21]([CH3:27])([CH3:28])[C:22]([OH:24])=[O:23])=[C:15]([O:30][CH3:31])[C:14]([CH3:32])=[C:13]2[C:9]=1[C:10](=[O:33])[O:11][CH2:12]2 |f:1.2|. Reported procedure: By following the procedure of Example ZA-6A and substituting methyl (E)-6-(1,3-dihydro-4-hydroxy-6-methoxy-7-methyl-3-oxoisobenzofuran-5-yl) -2,4-dimethyl-4-hexenoate with ethyl (E)-6-(4-methoxyethoxymethoxy-1,3-dihydro-6-methoxy-7-methyl-3-oxoisobenzofuran-5-yl)-2,2,4-trimethyl -4-hexenoate and compounds of Formula 109, prepared e.g, as described in Example ZA-12 and converted to compounds of Formula 112 as described in Part A above, there are obtained (E)-6-(4-methoxyethoxymethoxy-1,3-dihydro-... Starting materials: C[O-], CO, OC1(c2cccc(Cl)c2)C(NCCCCl)=Nc2ccccc21, Cl, [Na+]. Yields the product OC1(c2cccc(Cl)c2)C2=NCCCN2c2ccccc21. RXN SMILES: [CH3:24][O-:25].[CH3:27][OH:28].[Cl:2][c:3]1[cH:4][c:5]([C:9]2([OH:23])[C:10]([NH:18][CH2:19][CH2:20][CH2:21][Cl:22])=[N:11][c:12]3[cH:13][cH:14][cH:15][cH:16][c:17]32)[cH:6][cH:7][cH:8]1.[ClH:1].[Na+:26]>>[Cl:2][c:3]1[cH:4][c:5]([C:9]2([OH:23])[C:10]3=[N:18][CH2:19][CH2:20][CH2:21][N:11]3[c:12]3[cH:13][cH:14][cH:15][cH:16][c:17]32)[cH:6][cH:7][cH:8]1.